From a dataset of the Open Reaction Database (ORD), a public repository of structured organic reaction records. describe an organic reaction: reactants, conditions, products, and yield Reactants: C(CC)(=O)C=1C(CC(CC1O)C1=CC=C(C=C1)SC)=O (2-propionyl-3-hydroxy-5-(4-methylthiophenyl)cyclohex-2-en-1-one), FC(C(=O)OC(C(F)(F)F)=O)(F)F (trifluoroacetic anhydride). Run at time 3 hour. The product is C(CC)(=O)C=1C(CC(CC1O)C1=CC=C(C=C1)S)=O (2-Propionyl-3-hydroxy-5-(4-mercaptophenyl)-cyclohex-2-en-1-one). As a reaction SMILES: [C:1]([C:5]1[C:6](=[O:20])[CH2:7][CH:8]([C:12]2[CH:17]=[CH:16][C:15]([S:18]C)=[CH:14][CH:13]=2)[CH2:9][C:10]=1[OH:11])(=[O:4])[CH2:2][CH3:3].FC(F)(F)C(OC(=O)C(F)(F)F)=O>>[C:1]([C:5]1[C:6](=[O:20])[CH2:7][CH:8]([C:12]2[CH:13]=[CH:14][C:15]([SH:18])=[CH:16][CH:17]=2)[CH2:9][C:10]=1[OH:11])(=[O:4])[CH2:2][CH3:3]. Reported procedure: To 5 g (0.0163 mol) of 2-propionyl-3-hydroxy-5-(4-methylthiophenyl)cyclohex-2-en-1-one in a flask cooled to in an ice-water bath was added 25 mL (0.177 mol) of trifluoroacetic anhydride dropwise over 5 minutes. The ice-water bath was removed and the solution stirred at ambient temperature for 3 hours. The solvent was removed in vacuo and the oil remaining was dissolved in 82 mL of 1N NaOH and the solution stirred at ambient temperature overnight. The mixture was diluted with 1200 mL of water, fi... Reactants: FC(C=1C=CC(=NC1)OC1=CC=C(C=C1)O)(F)F (4-(5-trifluoromethyl-pyridin-2-yloxy)-phenol), [I-].C[N+]1=CN(C=C1)C(=O)N1CCCCC1 (1-methyl-3-(piperidine-1-carbonyl)-3H-imidazol-1-ium iodide). Yields the product FC(C=1C=CC(=NC1)OC1=CC=C(C=C1)OC(=O)N1CCCCC1)(F)F (Piperidine-1-carboxylic acid 4-(5-trifluoromethyl-pyridin-2-yloxy)-phenyl ester). RXN SMILES: [F:1][C:2]([F:18])([F:17])[C:3]1[CH:4]=[CH:5][C:6]([O:9][C:10]2[CH:15]=[CH:14][C:13]([OH:16])=[CH:12][CH:11]=2)=[N:7][CH:8]=1.[I-].C[N+]1C=CN([C:26]([N:28]2[CH2:33][CH2:32][CH2:31][CH2:30][CH2:29]2)=[O:27])C=1>>[F:18][C:2]([F:1])([F:17])[C:3]1[CH:4]=[CH:5][C:6]([O:9][C:10]2[CH:11]=[CH:12][C:13]([O:16][C:26]([N:28]3[CH2:33][CH2:32][CH2:31][CH2:30][CH2:29]3)=[O:27])=[CH:14][CH:15]=2)=[N:7][CH:8]=1 |f:1.2|. Procedure: The title compound was prepared from 4-(5-trifluoromethyl-pyridin-2-yloxy)-phenol and 1-methyl-3-(piperidine-1-carbonyl)-3H-imidazol-1-ium iodide. The crude product was recrystallized (ethanol) (45%). HPLC-MS m/z=367.02 (M+1), Rt: 4.9 min. Reactants: Clc1ncnc2[nH]c(Br)cc12, C1CCOC1, CI, [H-], [Na+]. Yields the product Cn1c(Br)cc2c(Cl)ncnc21. As a reaction SMILES: [Br:1][c:2]1[cH:3][c:4]2[c:5]([n:6][cH:7][n:8][c:9]2[Cl:10])[nH:11]1.[CH2:16]1[O:17][CH2:18][CH2:19][CH2:20]1.[CH3:14][I:15].[H-:13].[Na+:12]>>[Br:1][c:2]1[cH:3][c:4]2[c:5]([n:6][cH:7][n:8][c:9]2[Cl:10])[n:11]1[CH3:14]. Reactants: O=C(O)c1ccc(N2CC(F)(F)C2)c(OCC2CC2)n1, COCCOCC(N)CC1CC1. The product is COCCOCC(CC1CC1)NC(=O)c1ccc(N2CC(F)(F)C2)c(OCC2CC2)n1. As a reaction SMILES: [CH:1]1([CH2:4][O:5][c:6]2[c:7]([N:15]3[CH2:16][C:17]([F:19])([F:20])[CH2:18]3)[cH:8][cH:9][c:10]([C:12](=[O:13])[OH:14])[n:11]2)[CH2:2][CH2:3]1.[CH:21]1([CH2:24][CH:25]([CH2:26][O:27][CH2:28][CH2:29][O:30][CH3:31])[NH2:32])[CH2:22][CH2:23]1>>[CH:1]1([CH2:4][O:5][c:6]2[c:7]([N:15]3[CH2:16][C:17]([F:19])([F:20])[CH2:18]3)[cH:8][cH:9][c:10]([C:12](=[O:14])[NH:32][CH:25]([CH2:24][CH:21]3[CH2:22][CH2:23]3)[CH2:26][O:27][CH2:28][CH2:29][O:30][CH3:31])[n:11]2)[CH2:2][CH2:3]1. Starting materials: ClC=1C=CC(=C(C(=O)O)C1)OC=1C=NC=C(C1)F (5-Chloro-2-[(5-fluoropyridin-3-yl)oxy]benzoic acid), Cl.N[C@@H](C)C1=CC=C(C(=O)OC)C=C1 (Methyl 4-[(1S)-1-aminoethyl]benzoate hydrochloride). The product is ClC=1C=CC(=C(C(=O)N[C@@H](C)C2=CC=C(C(=O)OC)C=C2)C1)OC=1C=NC=C(C1)F (Methyl 4-[(1S)-1-({5-chloro-2-[(5-fluoropyridin-3-yl)oxy]benzoyl}amino)ethyl]benzoate). As a reaction SMILES: [Cl:1][C:2]1[CH:3]=[CH:4][C:5]([O:11][C:12]2[CH:13]=[N:14][CH:15]=[C:16]([F:18])[CH:17]=2)=[C:6]([CH:10]=1)[C:7]([OH:9])=O.Cl.[NH2:20][C@H:21]([C:23]1[CH:32]=[CH:31][C:26]([C:27]([O:29][CH3:30])=[O:28])=[CH:25][CH:24]=1)[CH3:22]>>[Cl:1][C:2]1[CH:3]=[CH:4][C:5]([O:11][C:12]2[CH:13]=[N:14][CH:15]=[C:16]([F:18])[CH:17]=2)=[C:6]([CH:10]=1)[C:7]([NH:20][C@H:21]([C:23]1[CH:32]=[CH:31][C:26]([C:27]([O:29][CH3:30])=[O:28])=[CH:25][CH:24]=1)[CH3:22])=[O:9] |f:1.2|. Procedure: The title compound was prepared according to the procedure described in step 3 of Example 1 from 5-chloro-2-[(5-fluoropyridin-3-yl)oxy]benzoic acid (step 2) and methyl 4-[(1S)-1-aminoethyl]benzoate hydrochloride (step 3 of Example 5): 1H-NMR (CDCl3) δ 8.33 (1H, d, J=2.3 Hz), 8.23 (1H, d, J=2.3 Hz), 8.11 (1H, d, J=2.7 Hz), 7.95 (2H, d, J=8.2 Hz), 7.45 (1H, dd, J=8.7, 2.8 Hz), 7.38–7.25 (1H, m), 7.30 (2H, d, J=8.2 Hz), 6.95 (1H, td, J=8.9, 2.3 Hz), 6.91 (1H, d, J=8.7 Hz), 5.38–5.25 (1H, m), 3.90 (... Reactants: C(C1=CC=CC=C1)OC(=O)N[C@@H]1CN(C[C@H]1O)C(=O)OC(C)(C)C (t-Butyl (3R,4R)-3-benzyloxycarbonylamino-4-hydroxypyrrolidine-1-carboxylate), Cl (HCl). Conditions: time 8 hour. Procedure: t-Butyl (3R,4R)-3-benzyloxycarbonylamino-4-hydroxypyrrolidine-1-carboxylate (16 g) was dissolved in chloroform (143 mL), followed by addition of a solution (72 mL) of 4 M HCl in 1,4-dioxane, and the mixture was stirred overnight at room temperature. The solvent was evaporated under reduced pressure to obtain benzyl ((3R,4R)-4-hydroxypyrrolidin-3-yl)carbamate mono hydrochloride. This compound was used in the subsequent step without purification. Yields the product Cl.O[C@H]1[C@@H](CNC1)NC(OCC1=CC=CC=C1)=O (benzyl ((3R,4R)-4-hydroxypyrrolidin-3-yl)carbamate mono hydrochloride). Reaction SMILES: [CH2:1]([O:8][C:9]([NH:11][C@H:12]1[C@H:16]([OH:17])[CH2:15][N:14](C(OC(C)(C)C)=O)[CH2:13]1)=[O:10])[C:2]1[CH:7]=[CH:6][CH:5]=[CH:4][CH:3]=1.[ClH:25]>C(Cl)(Cl)Cl.O1CCOCC1>[ClH:25].[OH:17][C@@H:16]1[CH2:15][NH:14][CH2:13][C@H:12]1[NH:11][C:9](=[O:10])[O:8][CH2:1][C:2]1[CH:3]=[CH:4][CH:5]=[CH:6][CH:7]=1 |f:4.5|. Run in C(Cl)(Cl)Cl (chloroform), O1CCOCC1 (1,4-dioxane). Starting materials: P(O)(O)(O)=O (phosphoric acid), NC1(C(N(C1)S(=O)(=O)O)=O)OC (3-amino-3-methoxy-2-oxoazetidine-1-sulfonic acid), acid chloride, ClCC(=O)NC=1SC=C(N1)C(C(=O)O)=NOC (2-(2-chloroacetamido-4-thiazolyl)-2-methoxyiminoacetic acid), C(O)([O-])=O.[Na+] (sodium hydrogen carbonate). Run in O (water), O1CCCC1 (tetrahydrofuran). Yields the product ClCC(=O)NC=1SC=C(N1)C(C(=O)NC1(C(N(C1)S(=O)(=O)[O-])=O)OC)=NOC.[Na+] (sodium 3-[2-(2-chloroacetamido-4-thiazolyl)-2-methoxyiminoacetamido]-3-methoxy-2-oxoazetidine-1-sulfonate). RXN SMILES: [NH2:1][C:2]1([O:11][CH3:12])[CH2:5][N:4]([S:6]([OH:9])(=[O:8])=[O:7])[C:3]1=[O:10].[Cl:13][CH2:14][C:15]([NH:17][C:18]1[S:19][CH:20]=[C:21]([C:23](=[N:27][O:28][CH3:29])[C:24](O)=[O:25])[N:22]=1)=[O:16].C(=O)([O-])O.[Na+:34].P(=O)(O)(O)O>O.O1CCCC1>[Cl:13][CH2:14][C:15]([NH:17][C:18]1[S:19][CH:20]=[C:21]([C:23](=[N:27][O:28][CH3:29])[C:24]([NH:1][C:2]2([O:11][CH3:12])[CH2:5][N:4]([S:6]([O-:9])(=[O:7])=[O:8])[C:3]2=[O:10])=[O:25])[N:22]=1)=[O:16].[Na+:34] |f:2.3,7.8|. Procedure details: In 1 ml of water is dissolved 30 mg of the above 3-amino-3-methoxy-2-oxoazetidine-1-sulfonic acid, and to the solution are added a solution of 89 mg of the acid chloride prepared from 2-(2-chloroacetamido-4-thiazolyl)-2-methoxyiminoacetic acid (syn-isomer) in 1 ml of tetrahydrofuran and 36 mg of sodium hydrogen carbonate in alternate portions with ice-cooling and stirring. The mixture is further stirred at room temperature for 20 minutes and adjusted to pH 5.8 with phosphoric acid. After removal... Starting materials: C1(=CC=CC=C1)NC(OCC1=CC=CC=C1)=O (benzyl N-phenylcarbamate), C(=O)([O-])[O-].[Cs+].[Cs+] (Cs2CO3), C(CCC)(=O)OC[C@@H]1CO1 ((S)-(+)-glycidyl butyrate), NC1=CC=CC=C1 (aniline), ClC(=O)OCC1=CC=CC=C1 (benzyl chloroformate), C(=O)(O)[O-].[Na+] (NaHCO3). Solvent: O (H2O), CN(C)C=O (DMF), CC(=O)C.O (acetone water). Yields the product OCC1CN(C(O1)=O)C1=CC=CC=C1 (5-(hydroxymethyl)-3-phenyloxazolidin-2-one), RuCl3. As a reaction SMILES: NC1C=CC=CC=1.Cl[C:9](OCC1C=CC=CC=1)=[O:10].C([O-])(O)=O.[Na+].[C:24]1([NH:30][C:31](=[O:40])[O:32][CH2:33][C:34]2C=CC=CC=2)[CH:29]=[CH:28][CH:27]=[CH:26][CH:25]=1.C([O-])([O-])=O.[Cs+].[Cs+].C(OC[C@H]1OC1)(=O)CCC>CN(C=O)C.O.CC(C)=O.O>[OH:10][CH2:9][CH:33]1[O:32][C:31](=[O:40])[N:30]([C:24]2[CH:25]=[CH:26][CH:27]=[CH:28][CH:29]=2)[CH2:34]1 |f:2.3,5.6.7,11.12|. Procedure details: In Scheme 4, aniline (62) and benzyl chloroformate (63) are reacted in the presence of NaHCO3 and acetone:water (2:1) to generate benzyl N-phenylcarbamate (64), which when reacted with Cs2CO3 and (S)-(+)-glycidyl butyrate (65), in DMF solution gives the 5-(hydroxymethyl)-3-phenyloxazolidin-2-one (66), which upon treatment with NaIO4, RuCl3, H2O generates (67).